Dataset: the Open Reaction Database (ORD), a public repository of structured organic reaction records. Task: describe an organic reaction: reactants, conditions, products, and yield The reactants are ClC1=C(C=C(C(=O)O)C=C1)I (4-chloro-3-iodobenzoic acid), S(=O)(Cl)Cl (thionyl chloride), O1CCOCC1 (1,4-dioxane), C(C)(C)N(CC)C(C)C (diisopropylethylamine). The solvent is C(C)(=O)OCC (ethyl acetate). Reaction conditions: temperature 70 celsius, time 3 hour. Product: ClC1=C(C=C(C(=O)N)C=C1)I (4-chloro-3-iodobenzamide). Reaction SMILES: [Cl:1][C:2]1[CH:10]=[CH:9][C:5]([C:6](O)=[O:7])=[CH:4][C:3]=1[I:11].S(Cl)(Cl)=O.O1CCOCC1.C([N:25](C(C)C)CC)(C)C>C(OCC)(=O)C>[Cl:1][C:2]1[CH:10]=[CH:9][C:5]([C:6]([NH2:25])=[O:7])=[CH:4][C:3]=1[I:11]. Procedure details: 4-chloro-3-iodobenzoic acid (2.09 g, 7.40 mmol) was suspended in thionyl chloride (0.540 mL, 7.40 mmol) and heated to 70° C. for 3 h before it was concentrated and azeotropically dried with toluene. The concentrate was dissolved in ammonia, 0.5 M in 1,4-dioxane (92.5 mL, 37.0 mmol) to which diisopropylethylamine (6.44 mL, 37.0 mmol) was added and it was stirred at RT for 3 h. The mixture was diluted with 100 mL of ethyl acetate, added to a separation funnel, partitioned with sodium bicarbonate (... Starting materials: CC(NC(=O)CNC(=O)CSC(=O)c1ccccc1)C(=O)O, CCOC(=O)CN, C(=NC1CCCCC1)=NC1CCCCC1, C1CCOC1. The product is CCOC(=O)CNC(=O)C(C)NC(=O)CNC(=O)CSC(=O)c1ccccc1. RXN SMILES: [C:1]([c:2]1[cH:3][cH:4][cH:5][cH:6][cH:7]1)(=[O:8])[S:9][CH2:10][C:11](=[O:12])[NH:13][CH2:14][C:15](=[O:16])[NH:17][CH:18]([CH3:19])[C:20](=[O:21])[OH:22].[CH2:23]([CH3:24])[O:25][C:26]([CH2:27][NH2:28])=[O:29].[CH:30]1([N:31]=[C:32]=[N:33][CH:34]2[CH2:35][CH2:36][CH2:37][CH2:38][CH2:39]2)[CH2:40][CH2:41][CH2:42][CH2:43][CH2:44]1.[O:45]1[CH2:46][CH2:47][CH2:48][CH2:49]1>>[C:1]([c:2]1[cH:3][cH:4][cH:5][cH:6][cH:7]1)(=[O:8])[S:9][CH2:10][C:11](=[O:12])[NH:13][CH2:14][C:15](=[O:16])[NH:17][CH:18]([CH3:19])[C:20](=[O:22])[NH:28][CH2:27][C:26]([O:25][CH2:23][CH3:24])=[O:29]. The reactants are BrCC1=CC=C(C(=N1)[N+](=O)[O-])OC (6-(bromomethyl)-3-methoxy-2-nitropyridine), CC(C(=O)[O-])S (methythioglycolate), C([O-])([O-])=O.[K+].[K+] (potassium carbonate). Run in CO (methanol). Conditions: time 10 hour. The product is COC=1C=CC(=NC1[N+](=O)[O-])CSCC(=O)OC (Methyl 2-((5-methoxy-6-nitropyridin-2-yl)methylthio)acetate). Reaction SMILES: Br[CH2:2][C:3]1[N:8]=[C:7]([N+:9]([O-:11])=[O:10])[C:6]([O:12][CH3:13])=[CH:5][CH:4]=1.C[CH:15]([SH:19])[C:16]([O-:18])=[O:17].[C:20](=O)([O-])[O-].[K+].[K+]>CO>[CH3:13][O:12][C:6]1[CH:5]=[CH:4][C:3]([CH2:2][S:19][CH2:15][C:16]([O:18][CH3:20])=[O:17])=[N:8][C:7]=1[N+:9]([O-:11])=[O:10] |f:2.3.4|. Procedure details: A mixture of 6-(bromomethyl)-3-methoxy-2-nitropyridine (30 mmol, 0.74 g), methythioglycolate (2.7 mL, 30 mmol), and potassium carbonate (5.5 g, 40 mmol) in methanol (200 mL) was stirred at room temperature for 10 hours. After concentrated the mixture was purified by column chromatography using PE/DCM (1:1, v/v) followed by DCM to the titled compound. 1H-NMR (CDCl3): δ 3.27 (S, 2H, CH2), 3.74 (S, 3H, OCH3), 3.93 (S, 2H, CH2), 3.99 (S, 3H, OCH3), 7.51 (d, 1H, J=8.6 Hz, Py-H), 7.65 (d, 1H, J=8.6 Hz... The reactants are ClC1=C(C(=O)O)C=CC=N1 (2-chloronicotinic acid), CCN(C(C)C)C(C)C (DIEA), C(CCl)Cl (EDC), C=1C=CC2=C(C1)N=NN2O (HOBt). Run in C(Cl)Cl (CH2Cl2). Run at time 8 hour. Product: ClC1=NC=CC=C1C(=O)NC1=CC=C(C=C1)Cl ((2-chloro(3-pyridyl))-N-(4-chlorophenyl)carboxamide). Reaction SMILES: [Cl:1][C:2]1[N:10]=[CH:9][CH:8]=[CH:7][C:3]=1[C:4]([OH:6])=O.CCN(C(C)C)C(C)C.[CH2:20]([Cl:23])[CH2:21]Cl.C1C=[CH:26][C:27]2N(O)N=[N:30][C:28]=2[CH:29]=1>C(Cl)Cl>[Cl:1][C:2]1[C:3]([C:4]([NH:30][C:28]2[CH:29]=[CH:21][C:20]([Cl:23])=[CH:26][CH:27]=2)=[O:6])=[CH:7][CH:8]=[CH:9][N:10]=1. Reported procedure: To a mixture of 2-chloronicotinic acid (4 g) and 4-chloroanaline (3.2 g) and DIEA (6 ml) in CH2Cl2 (200 ml) was added EDC (6 g) and HOBt (3.3 g). The reaction was stirred at RT overnight and washed with 2 N NaOH (100 ml), H2O (150 ml) and brine (100 ml). The organic layer was dried over Na2SO4 and evaporated to give (2-chloro(3-pyridyl))-N-(4-chlorophenyl)carboxamide.